This data is from the Open Reaction Database (ORD), a public repository of structured organic reaction records. The task is: describe an organic reaction: reactants, conditions, products, and yield Reactants: ClCC(=O)C=1C=C2C(C(NC2=CC1)=O)C (5-(2-chloroacetyl)-1,3-dihydro-3-methyl-2H-indol-2-one), C(NN)(=S)OC (O-methyl thiocarbazate). The solvent is C(C)#N (acetonitrile). The product is O=C1SCC(=NN1)C=1C=C2C(C(NC2=CC1)=O)C (1,3-Dihydro-5-(3,6-dihydro-2-oxo-2H-1,3,4-thiadiazin-5-yl)-3-methyl-2H-indol-2-one). RXN SMILES: Cl[CH2:2][C:3]([C:5]1[CH:6]=[C:7]2[C:11](=[CH:12][CH:13]=1)[NH:10][C:9](=[O:14])[CH:8]2[CH3:15])=O.[C:16]([O:20]C)(=[S:19])[NH:17][NH2:18]>C(#N)C>[O:20]=[C:16]1[NH:17][N:18]=[C:3]([C:5]2[CH:6]=[C:7]3[C:11](=[CH:12][CH:13]=2)[NH:10][C:9](=[O:14])[CH:8]3[CH3:15])[CH2:2][S:19]1. Procedure: 1.0 g 5-(2-chloroacetyl)-1,3-dihydro-3-methyl-2H-indol-2-one, 0.37 g O-methyl thiocarbazate, and 20 ml acetonitrile were refluxed for 2 hrs. The precipitate was isolated by filtration and washed with hot acetonitrile to yield a yellowish powder, 450 mg. RXN SMILES: [C:1]([O:5][C:6]1[C:11]([O:12][CH3:13])=[C:10]([F:14])[N:9]=[C:8](F)[C:7]=1[F:16])([CH3:4])([CH3:3])[CH3:2].O.[NH2:18][NH2:19]>C(O)CC>[C:1]([O:5][C:6]1[C:11]([O:12][CH3:13])=[C:10]([F:14])[N:9]=[C:8]([NH:18][NH2:19])[C:7]=1[F:16])([CH3:4])([CH3:3])[CH3:2] |f:1.2|. The product is C(C)(C)(C)OC1=C(C(=NC(=C1OC)F)NN)F ((4-tert-butoxy-3,6-difluoro-5-methoxypyridin-2-yl)hydrazine). The solvent is C(CC)O (n-propanol). Reactants: C(C)(C)(C)OC1=C(C(=NC(=C1OC)F)F)F (4-tert-butoxy-2,3,6-trifluoro-5-methoxypyridine), O.NN (hydrazine monohydrate). The yield is 88.5%. Reported procedure: A mixture of 4-tert-butoxy-2,3,6-trifluoro-5-methoxypyridine (1.5 g. 6.4 mmol) and hydrazine monohydrate (1.7 mL, 34 mmol [Qun Li et al. J. Med. Chem. 1996, 39(16), 3070-3088]) in n-propanol (10 mL) was heated to reflux for 3 hours. The solvent was removed in vacuo and the residue was dissolved in dichlromethane, washed with water and concentrated to afford crude (4-tert-butoxy-3,6-difluoro-5-methoxypyridin-2-yl)hydrazine (1.4 g, 90%). 1.2 g of the material was redissolved in methanol (12 mL) an...